This data is from the Open Reaction Database (ORD), a public repository of structured organic reaction records. The task is: describe an organic reaction: reactants, conditions, products, and yield Starting materials: CCn1c(N)c(N=O)c(=O)[nH]c1=O, N, [Na+], [Na+], O=S([O-])S(=O)[O-]. The product is CCn1c(N)c(N)c(=O)[nH]c1=O. RXN SMILES: [NH2:1][c:2]1[c:3]([N:12]=[O:13])[c:4](=[O:11])[nH:5][c:6](=[O:10])[n:7]1[CH2:8][CH3:9].[NH3:22].[Na+:20].[Na+:21].[S:14]([S:15]([O-:16])=[O:17])([O-:18])=[O:19]>>[NH2:1][c:2]1[c:3]([NH2:12])[c:4](=[O:11])[nH:5][c:6](=[O:10])[n:7]1[CH2:8][CH3:9]. Procedure: A solution of 3 g. of 4-methyl-3-nonen-1-ol in a mixture of 20 ml. of ether and 1.25 ml. of pyridine under nitrogen is cooled in an ice-salt bath and stirred while 2.7 ml. of phosphorus tribromide is added slowly. The ice bath is removed and the mixture is allowed to warm to room temperature, then is heated under reflux for about 2.5 hrs. The mixture is then cooled in an ice bath while 10 ml. of water is added slowly. The layers are separated and the ether layer is washed with water, saturated a... The product is BrCCC=C(CCCCC)C (1-bromo-4-methyl-3-nonene). Run in N1=CC=CC=C1 (pyridine). The reactants are CC(=CCCO)CCCCC (4-methyl-3-nonen-1-ol), CCOCC (ether), P(Br)(Br)Br (phosphorus tribromide). Reaction SMILES: [CH3:1][C:2]([CH2:7][CH2:8][CH2:9][CH2:10][CH3:11])=[CH:3][CH2:4][CH2:5]O.CCOCC.P(Br)(Br)[Br:18]>N1C=CC=CC=1>[Br:18][CH2:5][CH2:4][CH:3]=[C:2]([CH3:1])[CH2:7][CH2:8][CH2:9][CH2:10][CH3:11]. The reactants are COC=1C=CC=C2CCCC(C12)=O (8-methoxy-1-tetralone), [N+](=O)(O)[O-] (nitric acid), O (water). Solvent: C(C)(=O)O (acetic acid), C(C)(=O)OC(C)=O (acetic anhydride). Conditions: temperature 0 celsius, time 1.5 hour. Yields the product COC=1C=CC(=C2CCCC(C12)=O)[N+](=O)[O-] (8-methoxy-5-nitro-3,4-dihydro-1(2H)-naphthalenone). RXN SMILES: [CH3:1][O:2][C:3]1[CH:4]=[CH:5][CH:6]=[C:7]2[C:12]=1[C:11](=[O:13])[CH2:10][CH2:9][CH2:8]2.[N+:14]([O-])([OH:16])=[O:15].O>C(OC(=O)C)(=O)C.C(O)(=O)C>[CH3:1][O:2][C:3]1[CH:4]=[CH:5][C:6]([N+:14]([O-:16])=[O:15])=[C:7]2[C:12]=1[C:11](=[O:13])[CH2:10][CH2:9][CH2:8]2. Procedure details: A solution of 8-methoxy-1-tetralone (2.26 g, 13 mmol) (prepared as described in Chatterjee, A. Tetrahedron, (1980), 36, 2513-2520) in acetic anhydride (11.5 mL) was cooled to 0° C., treated with a mixture of fuming nitric acid (0.90 mL) in acetic acid (0.70 mL) dropwise over 1 hour, stirred at 0° C. for 1.5 hours, treated with water (150 mL) and extracted with diethyl ether (300 mL). The diether ether layer was washed with water (150 mL), washed with sodium bicarbonate solution (3×), washed with... Reactants: CN(C)C=O, COc1ccccc1CN(C(=O)CCl)c1ccccc1Oc1ccccc1, [N-]=[N+]=[N-], [Na+], O. The product is COc1ccccc1CN(C(=O)CN=[N+]=[N-])c1ccccc1Oc1ccccc1. RXN SMILES: [CH3:33][N:34]([CH3:35])[CH:36]=[O:37].[Cl:1][CH2:2][C:3](=[O:4])[N:5]([c:6]1[c:7]([O:12][c:13]2[cH:14][cH:15][cH:16][cH:17][cH:18]2)[cH:8][cH:9][cH:10][cH:11]1)[CH2:19][c:20]1[c:21]([O:26][CH3:27])[cH:22][cH:23][cH:24][cH:25]1.[N-:29]=[N+:30]=[N-:31].[Na+:28].[OH2:32]>>[CH2:2]([C:3](=[O:4])[N:5]([c:6]1[c:7]([O:12][c:13]2[cH:14][cH:15][cH:16][cH:17][cH:18]2)[cH:8][cH:9][cH:10][cH:11]1)[CH2:19][c:20]1[c:21]([O:26][CH3:27])[cH:22][cH:23][cH:24][cH:25]1)[N:29]=[N+:30]=[N-:31]. The reactants are C(C(C)C)C1C(CC(N(C1)C(=O)OC(C)(C)C)=O)=O (rac-tert-butyl 5-isobutyl-2,4-dioxopiperidine-1-carboxylate), C(=O)(C(F)(F)F)O (TFA). The solvent is C(Cl)Cl (DCM). Conditions: temperature 25 celsius, time 2 hour. Product: C(C(C)C)C1C(CC(NC1)=O)=O (rac-5-isobutylpiperidine-2,4-dione). The yield is 45.0%. Reaction SMILES: [CH2:1]([CH:5]1[CH2:10][N:9](C(OC(C)(C)C)=O)[C:8](=[O:18])[CH2:7][C:6]1=[O:19])[CH:2]([CH3:4])[CH3:3].C(O)(C(F)(F)F)=O>C(Cl)Cl>[CH2:1]([CH:5]1[CH2:10][NH:9][C:8](=[O:18])[CH2:7][C:6]1=[O:19])[CH:2]([CH3:4])[CH3:3]. Procedure details: A mixture of rac-tert-butyl 5-isobutyl-2,4-dioxopiperidine-1-carboxylate (300 mg, 1.115 mmol), DCM (1 mL), and TFA (0.1 mL) was stirred at 25° C. for 2 h. The mixture was concentrated in vacuo and chromatographically purified (basic alumina, 40% EtOAc/petroleum ether) to afford rac-5-isobutylpiperidine-2,4-dione (85 mg, 45% yield) as a pale yellow solid: m/z (ESI, +ve) 170 (M+H)+. The reactants are CC=1OC2=C(C=CC=C2C(C1)=O)C=O (2-methyl-4-oxo-4H-chromene-8-carbaldehyde), O=C(CC(=O)OCC)C (ethyl 3-oxobutanoate), NC(=CC(=O)C1=CC=C(C=C1)C(F)(F)F)C (3-amino-1-[4-(trifluoromethyl)phenyl]but-2-en-1-one), C(C)(=O)O (acetic acid). Solvent: CC(C)O (2-propanol). Product: CC=1NC(=C(C(C1C(=O)OCC)C=1C=CC=C2C(C=C(OC12)C)=O)C(C1=CC=C(C=C1)C(F)(F)F)=O)C (Ethyl 2,6-dimethyl-5-[4-(trifluoromethyl)benzoyl]-4-(2-methyl-4-oxo-4H-chromen-8-yl)-1,4-dihydropyridine-3-carboxylate). RXN SMILES: [CH3:1][C:2]1[O:3][C:4]2[C:9]([C:10](=[O:12])[CH:11]=1)=[CH:8][CH:7]=[CH:6][C:5]=2[CH:13]=O.O=[C:16]([CH3:23])[CH2:17][C:18]([O:20][CH2:21][CH3:22])=[O:19].[NH2:24][C:25]([CH3:39])=[CH:26][C:27]([C:29]1[CH:34]=[CH:33][C:32]([C:35]([F:38])([F:37])[F:36])=[CH:31][CH:30]=1)=[O:28].C(O)(=O)C>CC(O)C>[CH3:23][C:16]1[NH:24][C:25]([CH3:39])=[C:26]([C:27](=[O:28])[C:29]2[CH:34]=[CH:33][C:32]([C:35]([F:37])([F:38])[F:36])=[CH:31][CH:30]=2)[CH:13]([C:5]2[CH:6]=[CH:7][CH:8]=[C:9]3[C:4]=2[O:3][C:2]([CH3:1])=[CH:11][C:10]3=[O:12])[C:17]=1[C:18]([O:20][CH2:21][CH3:22])=[O:19]. Procedure: 164 mg (0.87 mmol) of 2-methyl-4-oxo-4H-chromene-8-carbaldehyde are dissolved with 113 mg (0.87 mmol) of ethyl 3-oxobutanoate, 200 mg (0.87 mmol) of 3-amino-1-[4-(trifluoromethyl)phenyl]but-2-en-1-one and 5 μl (0.087 mmol) of acetic acid in 8 ml of 2-propanol and heated under reflux under argon for 30 h. The solvent is removed in vacuo, and the residue is purified by preparative HPLC. 59 mg (13% of theory) of the title compound are obtained as a yellow solid. The reactants are O—CO—N, C(C1=CC=CC=C1)OC(=O)N[C@H](CC(=O)O)C(=O)O (N-(benzyloxycarbonyl)-D-aspartic acid), N[C@H](CC(=O)O)C(=O)O (D-aspartic acid), anhydride, [K+].[Br-] (KBr). Run in CO (MeOH). The product is C(C1=CC=CC=C1)OC(=O)N[C@@H]1CC(=O)OC1=O (N-(Benzyloxycarbonyl)-D-aspartic anhydride). Isolated yield 80.0%. RXN SMILES: [CH2:1]([O:8][C:9]([NH:11][C@@H:12]([C:17]([OH:19])=[O:18])[CH2:13][C:14]([OH:16])=O)=[O:10])[C:2]1[CH:7]=[CH:6][CH:5]=[CH:4][CH:3]=1.N[C@@H](C(O)=O)CC(O)=O.[K+].[Br-]>CO>[CH2:1]([O:8][C:9]([NH:11][C@H:12]1[C:17](=[O:18])[O:19][C:14](=[O:16])[CH2:13]1)=[O:10])[C:2]1[CH:3]=[CH:4][CH:5]=[CH:6][CH:7]=1 |f:2.3|. Procedure: N-(Benzyloxycarbonyl)-D-aspartic anhydride (25) is prepared from N-(benzyloxycarbonyl)-D-aspartic acid (24) by the method of McGarvey et al. (G. J. McGarvey et al., J. Amer. Chem. Soc., 1986, 108, 4943) with an overall yield of 80% with respect to D-aspartic acid (D-23). The melting point is 126-127° C. [α]D+26° (c 1.22, MeOH). Infrared (KBr): 1529, 1697 (O—CO—N), 1781 and 1866 (anhydride). The reactants are C[C@@H]1CN(C[C@@H](N1C=1C2=C(N=CN1)SC=C2)C)CC(=O)NC2=C1C=CN=CC1=CC=C2 (cis-2-(3,5-Dimethyl-4-(thieno[2,3-d]pyrimidin-4-yl)piperazin-1-yl)-N-(isoquinolin-5-yl)acetamide), Cl (hydrogen chloride), O1CCOCC1 (1,4-dioxane), O1CCOCC1 (1,4-dioxane). Reaction conditions: time 18 hour. Yields the product Cl.C[C@@H]1CN(C[C@@H](N1C=1C2=C(N=CN1)SC=C2)C)CC(=O)O (cis-2-(3,5-Dimethyl-4-(thieno[2,3-d]pyrimidin-4-yl)piperazin-1-yl)acetic acid, hydrochloride salt). RXN SMILES: [CH3:1][C@H:2]1[N:7]([C:8]2[C:9]3[CH:16]=[CH:15][S:14][C:10]=3[N:11]=[CH:12][N:13]=2)[C@@H:6]([CH3:17])[CH2:5][N:4]([CH2:18][C:19](NC2C=CC=C3C=2C=CN=C3)=[O:20])[CH2:3]1.[ClH:32].[O:33]1CCOCC1>>[ClH:32].[CH3:17][C@H:6]1[N:7]([C:8]2[C:9]3[CH:16]=[CH:15][S:14][C:10]=3[N:11]=[CH:12][N:13]=2)[C@@H:2]([CH3:1])[CH2:3][N:4]([CH2:18][C:19]([OH:20])=[O:33])[CH2:5]1 |f:3.4|. Procedure details: The product from step (i) (1.0 g) in 1,4-dioxane was treated with 4M hydrogen chloride in 1,4-dioxane (40 ml). The mixture was stirred at room temperature for 18 hours. The solvent was evaporated under reduced pressure to give the subtitle compound as a white 15 solid. Yield 1.9 g. The reactants are BrC1=C(C(=CC=C1)[N+](=O)[O-])OC (1-Bromo-2-methoxy-3-nitro-benzene), Cl[Sn]Cl (SnCl2), Cl (HCl). The solvent is C1CCOC1 (THF). Reaction conditions: temperature 80 celsius, time 16 hour. The product is BrC=1C(=C(C=CC1)N)OC (3-Bromo-2-methoxy-phenylamine). As a reaction SMILES: [Br:1][C:2]1[CH:7]=[CH:6][CH:5]=[C:4]([N+:8]([O-])=O)[C:3]=1[O:11][CH3:12].Cl[Sn]Cl.Cl>C1COCC1>[Br:1][C:2]1[C:3]([O:11][CH3:12])=[C:4]([NH2:8])[CH:5]=[CH:6][CH:7]=1. Reported procedure: A mixture of 1-Bromo-2-methoxy-3-nitro-benzene (17.8 g, 0.0768 mol), SnCl2 (69.27 g, 0.3069 mol) and 4N HCl (80 mL) in THF (200 mL) is stirred at 80° C. for 16 h. After reaction, evaporated out THF and added NaHCO3 solution, filtered and the filtrate is extracted with ethyl acetate (3×800 mL). The combined organic phase is ished with water and brine, dried over Na2SO4, concentrated in vacuo to give the desired product. Yield: 14.8 g (96%). Starting materials: CO, ClC(Cl)Cl, CC(Cc1ccc2c(c1)OC(C(=O)OC(C)c1ccccc1)(C(=O)OC(C)c1ccccc1)O2)NCC(O)c1cccc(Cl)c1. The product is CC(Cc1ccc2c(c1)OC(C(=O)O)(C(=O)OC(C)c1ccccc1)O2)NCC(O)c1cccc(Cl)c1. As a reaction SMILES: [CH3:50][OH:51].[Cl:46][CH:47]([Cl:48])[Cl:49].[c:1]1([CH:7]([CH3:8])[O:9][C:10](=[O:11])[C:12]2([C:35](=[O:36])[O:37][CH:38]([c:39]3[cH:40][cH:41][cH:42][cH:43][cH:44]3)[CH3:45])[O:13][c:14]3[c:15]([cH:17][cH:18][c:19]([CH2:21][CH:22]([CH3:23])[NH:24][CH2:25][CH:26]([OH:27])[c:28]4[cH:29][c:30]([Cl:34])[cH:31][cH:32][cH:33]4)[cH:20]3)[O:16]2)[cH:2][cH:3][cH:4][cH:5][cH:6]1>>[c:1]1([CH:7]([CH3:8])[O:9][C:10](=[O:11])[C:12]2([C:35](=[O:36])[OH:37])[O:13][c:14]3[c:15]([cH:17][cH:18][c:19]([CH2:21][CH:22]([CH3:23])[NH:24][CH2:25][CH:26]([OH:27])[c:28]4[cH:29][c:30]([Cl:34])[cH:31][cH:32][cH:33]4)[cH:20]3)[O:16]2)[cH:2][cH:3][cH:4][cH:5][cH:6]1.